From a dataset of the Open Reaction Database (ORD), a public repository of structured organic reaction records. describe an organic reaction: reactants, conditions, products, and yield Reactants: CC1(C=2C=CC=C3C4=C(N(C5=CC=NC=C15)C32)C=CC(=C4)B(O)O)C (8,8-dimethyl-8H-10,12b-diazabenzo[a]aceanthrylene-3-boronic acid), BrC1=CC=C(C=C1)N1C2=CC=CC=C2C=2C=CC=CC12 (9-(4-bromophenyl)-9H-carbazole). The product is C1=CC=CC=2C3=CC=CC=C3N(C12)C1=CC=C(C=C1)C1=CC2=C(N3C4=CC=NC=C4C(C=4C=CC=C2C34)(C)C)C=C1 (3-(4-Carbazol-9-ylphenyl)-8,8-dimethyl-8H-10,12b-diazabenzo[a]-aceanthrylene). RXN SMILES: [CH3:1][C:2]1([CH3:25])[C:16]2[C:11](=[CH:12][CH:13]=[N:14][CH:15]=2)[N:10]2[C:17]3[C:7]([C:8]4[CH:21]=[C:20](B(O)O)[CH:19]=[CH:18][C:9]=42)=[CH:6][CH:5]=[CH:4][C:3]1=3.Br[C:27]1[CH:32]=[CH:31][C:30]([N:33]2[C:45]3[CH:44]=[CH:43][CH:42]=[CH:41][C:40]=3[C:39]3[C:34]2=[CH:35][CH:36]=[CH:37][CH:38]=3)=[CH:29][CH:28]=1>>[CH:35]1[C:34]2[N:33]([C:30]3[CH:31]=[CH:32][C:27]([C:20]4[CH:19]=[CH:18][C:9]5[N:10]6[C:17]7[C:7]([C:8]=5[CH:21]=4)=[CH:6][CH:5]=[CH:4][C:3]=7[C:2]([CH3:25])([CH3:1])[C:16]4[C:11]6=[CH:12][CH:13]=[N:14][CH:15]=4)=[CH:28][CH:29]=3)[C:45]3[C:40](=[CH:41][CH:42]=[CH:43][CH:44]=3)[C:39]=2[CH:38]=[CH:37][CH:36]=1. Procedure: The compound is synthesised by the same procedure as Example 7 by reaction of 36 g (110 mmol) of 8,8-dimethyl-8H-10,12b-diazabenzo[a]aceanthrylene-3-boronic acid with 35.4 g (110 mmol) of 9-(4-bromophenyl)-9H-carbazole. The residue is recrystallised from toluene and from CH2Cl2/isopropanol and finally sublimed in a high vacuum. Yield: 47 g (99 mmol), 82% of theory, purity according to HPLC 99.9%. The reactants are N[C@H]1CC[C@H](C2=CC=CC=C12)O ((1R,4S)-4-Amino-1,2,3,4-tetrahydro-naphthalen-1-ol), [H-].[Na+] (sodium hydride), FC=1C=CC=2N(C1)C(=NN2)N(C(C)C)C(C)C ((6-Fluoro-[1,2,4]triazolo[4,3-a]pyridin-3-yl)-diisopropyl-amine). Solvent: CN(C)C=O (DMF), CN(C)C=O (DMF). Reaction conditions: time 15 minute. The product is N[C@H]1CC[C@H](C2=CC=CC=C12)OC=1C=CC=2N(C1)C(=NN2)N(C(C)C)C(C)C ([6-((1R,4S)-4-Amino-1,2,3,4-tetrahydro-naphthalen-1-yloxy)-[1,2,4]triazolo[4,3-a]pyridin-3-yl]-diisopropyl-amine). The yield is 68.2%. RXN SMILES: [H-].[Na+].[NH2:3][C@@H:4]1[C:13]2[C:8](=[CH:9][CH:10]=[CH:11][CH:12]=2)[C@H:7]([OH:14])[CH2:6][CH2:5]1.F[C:16]1[CH:17]=[CH:18][C:19]2[N:20]([C:22]([N:25]([CH:29]([CH3:31])[CH3:30])[CH:26]([CH3:28])[CH3:27])=[N:23][N:24]=2)[CH:21]=1>CN(C=O)C>[NH2:3][C@@H:4]1[C:13]2[C:8](=[CH:9][CH:10]=[CH:11][CH:12]=2)[C@H:7]([O:14][C:16]2[CH:17]=[CH:18][C:19]3[N:20]([C:22]([N:25]([CH:29]([CH3:31])[CH3:30])[CH:26]([CH3:27])[CH3:28])=[N:23][N:24]=3)[CH:21]=2)[CH2:6][CH2:5]1 |f:0.1|. Procedure details: To a suspension of sodium hydride (60% in mineral oil, 136 mg, 3.39 mmol) in DMF (5 mL) was added Intermediate A (138 mg, 0.85 mmol) and the reaction mixture was stirred for 15 min at RT. A solution of Intermediate 103b (200 mg, 0.85 mmol) in DMF (3 mL) was added and the reaction mixture was heated at 60° C. for 1 h. The reaction mixture was quenched by careful addition of MeOH and then loaded onto an SCX cartridge. The cartridge was washed with MeOH and the product eluted with 2M NH3 in MeOH. T... The reactants are N#N.Cl.C(C)(C)(C)OC([C@@H](N)CCCNCOC=NC(=O)OC(C)(C)C)=O (N2 (tert-butoxycarbonyl)-N5 -(iminomethoxymethyl)-L-ornithine tert-butyl ester hydrochloride), N#N.C(C)(C)(C)OC([C@@H](NC(=O)OC(C)(C)C)CCCNC#N)=O (N2 (tert-butoxycarbonyl)-N5 -cyano-L-ornithine tert-butyl ester). Product: N#N.Cl.C(C)(C)(C)OC([C@@H](NC(=O)OC(C)(C)C)CCCNC=NOCC)=O (N2 (tert-butoxycarbonyl)-N5 -(ethoxyiminomethyl)-L-ornithine tert-butyl ester hydrochloride), N#N.C(C)(C)(C)OC([C@@H](NC(=O)OC(C)(C)C)CCCNC#N)=O (N2 (tert-butoxycarbonyl)-N5 -cyano-L-ornithine tert-butyl ester). Yield: 75.0%. RXN SMILES: [N:1]#[N:2].[ClH:3].[C:4]([O:8]C(=O)[C@H](CCCNCOC=NC(OC(C)(C)C)=O)N)(C)(C)[CH3:5].N#N.[C:30]([O:34][C:35](=[O:51])[C@H:36]([CH2:45][CH2:46][CH2:47][NH:48][C:49]#[N:50])[NH:37][C:38]([O:40][C:41]([CH3:44])([CH3:43])[CH3:42])=[O:39])([CH3:33])([CH3:32])[CH3:31]>>[N:1]#[N:2].[ClH:3].[C:30]([O:34][C:35](=[O:51])[C@H:36]([CH2:45][CH2:46][CH2:47][NH:48][CH:49]=[N:50][O:8][CH2:4][CH3:5])[NH:37][C:38]([O:40][C:41]([CH3:42])([CH3:43])[CH3:44])=[O:39])([CH3:31])([CH3:32])[CH3:33].[N:1]#[N:2].[C:30]([O:34][C:35](=[O:51])[C@H:36]([CH2:45][CH2:46][CH2:47][NH:48][C:49]#[N:50])[NH:37][C:38]([O:40][C:41]([CH3:42])([CH3:43])[CH3:44])=[O:39])([CH3:31])([CH3:32])[CH3:33] |f:0.1.2,3.4,5.6.7,8.9|. Procedure: By the method described above for the preparation of N2 -(tert-butoxycarbonyl)-N5 -(iminomethoxymethyl)-L-ornithine tert-butyl ester hydrochloride, 1.05 g (3.35 mmol) of N2 -(tert-butoxycarbonyl)-N5 -cyano-L-ornithine tert-butyl ester produced 0.95 g (75%) N2 -(tert-butoxycarbonyl)-N5 -(ethoxyiminomethyl)-L-ornithine tert-butyl ester hydrochloride (TLC, silica gel, methanol:dichloromethane/1:4, Rf=0.61) and 1.195 g (3.2 mmol) of N2 -(tert-butoxycarbonyl)-N5 -cyano-L-ornithine tert-butyl ester pr... Reactants: C[O-].[Na+] (sodium methoxide), Cl.C(CCCC)(=N)N (valeramidine hydrochloride), C[O-].[Na+] (sodium methoxide), C(C)OC=C(C(=O)OCC)C(=O)OCC (diethyl ethoxymethylenemalonate). Run in CO (methanol). Run at time 2 hour. The product is C(CCC)C1=NC=C(C(N1)=O)C(=O)OCC (2-n-Butyl-5-(ethoxycarbonyl)pyrimidin-4(3H)-one). As a reaction SMILES: Cl.[C:2]([NH2:8])(=[NH:7])[CH2:3][CH2:4][CH2:5][CH3:6].C[O-].[Na+].C([O:14][CH:15]=[C:16]([C:22](OCC)=O)[C:17]([O:19][CH2:20][CH3:21])=[O:18])C>CO>[CH2:3]([C:2]1[NH:8][C:15](=[O:14])[C:16]([C:17]([O:19][CH2:20][CH3:21])=[O:18])=[CH:22][N:7]=1)[CH2:4][CH2:5][CH3:6] |f:0.1,2.3|. Procedure details: To a solution of 2.0 g valeramidine hydrochloride and 750 mg sodium methoxide in 50 mL methanol was added 3.2 g diethyl ethoxymethylenemalonate (Aldrich) at room temperature. After 2 hours, an additional 850 mg sodium methoxide was added and the mixture was allowed to stir overnight. Solvent was removed in vacuo and the remaining material was partitioned between saturated aqueous ammonium chloride solution and ether. The organic layer was removed and the aqueous layer was extracted twice more wi... The reactants are C(C)OC(=O)C=1NC(=NC1C)I (2-Iodo-5-methyl-3H-imidazole-4-carboxylic acid ethyl ester), N1=CC=CC=C1 (pyridine). Reaction conditions: temperature 110 celsius, time 3 hour. Product: C(C)OC(=O)C=1NC(=NC1C)C#N (2-Cyano-5-methyl-3H-imidazole-4-carboxylic acid ethyl ester). RXN SMILES: [CH2:1]([O:3][C:4]([C:6]1[NH:7][C:8](I)=[N:9][C:10]=1[CH3:11])=[O:5])[CH3:2].[N:13]1C=CC=C[CH:14]=1>>[CH2:1]([O:3][C:4]([C:6]1[NH:7][C:8]([C:14]#[N:13])=[N:9][C:10]=1[CH3:11])=[O:5])[CH3:2]. Reported procedure: To a solution of 1 g 2-Iodo-5-methyl-3H-imidazole-4-carboxylic acid ethyl ester in 3 ml pyridine 640 mg CuCN were added and the mixture stirred for 3 h at 110° C. Then the pyridine was removed under reduced pressure and the residue was directly purified by chromatography on silica eluting with DCM/MeOH 97:3. Yield: 494 mg. Starting materials: C1(C=2C(C(N1C(CCC(=O)CF)C)=O)=CC=CC2)=O (fluoromethyl 3-phthalimido-3-methylpropyl ketone), Cl (HCl), [BH4-].[Na+] (sodium borohydride). The solvent is O1CCCC1 (tetrahydrofuran), CO (methanol), O1CCCC1 (tetrahydrofuran), CO (methanol). Run at temperature -20 celsius, time 15 minute. The product is FCC(CCC(C)N1C(C=2C(C1=O)=CC=CC2)=O)O (1-fluoro-5-phthalimido-5-methyl-2-pentanol). Reaction SMILES: [C:1]1(=[O:19])[N:5]([CH:6]([CH3:13])[CH2:7][CH2:8][C:9]([CH2:11][F:12])=[O:10])[C:4](=[O:14])[C:3]2=[CH:15][CH:16]=[CH:17][CH:18]=[C:2]12.[BH4-].[Na+].Cl>O1CCCC1.CO>[F:12][CH2:11][CH:9]([OH:10])[CH2:8][CH2:7][CH:6]([N:5]1[C:4](=[O:14])[C:3]2=[CH:15][CH:16]=[CH:17][CH:18]=[C:2]2[C:1]1=[O:19])[CH3:13] |f:1.2|. Procedure details: To a solution of 550 mg (2.2 mmole) of fluoromethyl 3-phthalimido-3-methylpropyl ketone in a mixture of 5 ml of tetrahydrofuran and 5 ml of methanol cooled to -20° C. is added a solution of 0.8 mmole of sodium borohydride in a mixture of 5 ml of tetrahydrofuran and 5 ml of methanol precooled to -20° C. The reaction mixture is stirred for 15 minutes at -20° C. and then neutralized with 2 M HCl to a pH of 1. The solvents are evaporated under reduced pressure and the residue is partitioned between ...